This data is from the Open Reaction Database (ORD), a public repository of structured organic reaction records. The task is: describe an organic reaction: reactants, conditions, products, and yield Starting materials: [H-].[Al+3].[Li+].[H-].[H-].[H-] (Lithium aluminum hydride), [N+](=O)([O-])C1=CC=C(C=C1)\C=C\C1=CC(=C(C(=C1)OC)OC)OC ((E)-1-(4-Nitrophenyl)-2-(3,4,5-trimethoxyphenyl)ethene). The solvent is C1CCOC1 (THF). Reaction conditions: time 12 hour. The product is NC1=CC=C(C=C1)\C=C\C1=CC(=C(C(=C1)OC)OC)OC ((E)-1-(4-Aminophenyl)-2-(3,4,5-trimethoxyphenyl)ethene). Yield: 80.6%. As a reaction SMILES: [H-].[Al+3].[Li+].[H-].[H-].[H-].[N+:7]([C:10]1[CH:15]=[CH:14][C:13](/[CH:16]=[CH:17]/[C:18]2[CH:23]=[C:22]([O:24][CH3:25])[C:21]([O:26][CH3:27])=[C:20]([O:28][CH3:29])[CH:19]=2)=[CH:12][CH:11]=1)([O-])=O>C1COCC1>[NH2:7][C:10]1[CH:11]=[CH:12][C:13](/[CH:16]=[CH:17]/[C:18]2[CH:19]=[C:20]([O:28][CH3:29])[C:21]([O:26][CH3:27])=[C:22]([O:24][CH3:25])[CH:23]=2)=[CH:14][CH:15]=1 |f:0.1.2.3.4.5|. Reported procedure: Lithium aluminum hydride (76 mg, 2 mmol) was added to a solution of nitro stilbene 6l (270 mg, 0.87 mmol) in THF (25 mL), and the mixture was stirred at room temperature for 12 h. Solvent was evaporated at reduced pressure, and the residue was decomposed by careful addition of ice water (20 mL) containing 2 mL of glacial acetic acid. The red solid formed was filtered and crystallized from CH2Cl2 -ether to give 6z (200 mg, 82%); mp 251°-3° C.; IR (KBr) 3440, 3400, 3000, 2920, 2820, 1600, 1580, 15... The reactants are solution, hexanes, CN(C)C=O (DMF), C[Si](CCOCN1N=NC=C1)(C)C (1-[2-(trimethylsilanyl)ethoxy]methyl-1 H-1,2,3-triazole), C(CCC)[Li] (butyllithium), NH4CI. Run in C1CCOC1 (THF). Run at temperature -20 celsius, time 30 minute. Yields the product C(=O)C1=CN=NN1COCC[Si](C)(C)C (5-Formyl-1-[2-(trimethylsilanyl)ethoxy]methyl-1 H-1,2,3-triazole). Yield: 74.4%. RXN SMILES: [CH3:1][Si:2]([CH3:13])([CH3:12])[CH2:3][CH2:4][O:5][CH2:6][N:7]1[CH:11]=[CH:10][N:9]=[N:8]1.C([Li])CCC.CN([CH:22]=[O:23])C>C1COCC1>[CH:22]([C:11]1[N:7]([CH2:6][O:5][CH2:4][CH2:3][Si:2]([CH3:13])([CH3:12])[CH3:1])[N:8]=[N:9][CH:10]=1)=[O:23]. Reported procedure: To a stirred solution of 1-[2-(trimethylsilanyl)ethoxy]methyl-1 H-1,2,3-triazole (Holzer, W.; Ruso, K, J. Heterocycl. Chem., 1992, 29, 1203-7) (2.0344 g, 10.2 mmol) in anhydrous THF (30 ml), cooled to <−75° C. under nitrogen, was added dropwise, over 11 min, a 1.6 M solution of butyllithium in hexanes (6.70 ml, 10.7 mmol). The mixture was stirred at this temperature for 30 min, then allowed to warm to −20° C. over 13 min. The mixture was then recooled to <−75° C., and anhydrous DMF (0.87 ml, 11.... The reactants are BrCC(C(CBr)O)O (1,4-dibromo-2,3-butanediol), O.O.O.O.O.O.O.O.O.O.O.O.P(=S)([O-])([O-])[O-].[Na+].[Na+].[Na+] (sodium thiophosphate dodecahydrate). The reagents and catalysts are [N+](=O)([O-])[O-].[Ag+] (silver nitrate). The solvent is CN(C)C=O (DMF), O (H2O). Reaction conditions: time 8 hour. The product is O.O.O.O.P(O)(O)(O)=S.P(O)(O)(O)=S.C([C@@H](O)[C@H](O)CO)O (threitol bis-phosphorothioate tetrahydrate). Isolated yield 285.0%. As a reaction SMILES: Br[CH2:2][CH:3]([OH:8])[CH:4]([OH:7])[CH2:5]Br.[OH2:9].[OH2:10].O.O.O.O.O.O.O.O.O.O.[P:21]([O-:25])([O-:24])([O-:23])=[S:22].[Na+].[Na+].[Na+]>CN(C=O)C.O.[N+]([O-])([O-])=O.[Ag+]>[OH2:7].[OH2:23].[OH2:9].[OH2:7].[P:21](=[S:22])([OH:25])([OH:24])[OH:23].[P:21](=[S:22])([OH:25])([OH:24])[OH:23].[CH2:2]([OH:10])[C@H:3]([C@@H:4]([CH2:5][OH:9])[OH:7])[OH:8] |f:1.2.3.4.5.6.7.8.9.10.11.12.13.14.15.16,19.20,21.22.23.24.25.26.27|. Procedure details: A solution of 1,4-dibromo-2,3-butanediol (1.0 g, 4.0 mmol) in 5 ml DMF is added to sodium thiophosphate dodecahydrate (3.8 gm, 10.1 mmol) in 20 ml H2O. The mixture is stirred overnight at room temperature. A 5% silver nitrate solution is added to precipitate excess sodium thiophosphate. The precipitate is filtered out and the filtrate dried under high vacuum. The solid residue is triturated with methanol and filtered to yield 1.8 g (3.8 mmol) of threitol bis-phosphorothioate tetrahydrate. Starting materials: C1(C=CCC1)ON=C(C(=O)NC1[C@@H]2N(C(=C(CS2)C=C)C(=O)O)C1=O)C=1N=C(SC1)NC=O (7-[2-(2-cyclopenten-1-yloxyimino)-2-(2-formamidothiazol-4-yl)acetamido]-3-vinyl-3-cephem-4-carboxylic acid), Cl (hydrochloric acid), C([O-])(O)=O.[Na+] (sodium bicarbonate), O (water), Cl (hydrochloric acid). Run in CO (methanol), O1CCCC1 (tetrahydrofuran), C(C)(=O)OCC (ethyl acetate). Conditions: time 2.5 hour. Product: C1(C=CCC1)ON=C(C(=O)NC1[C@@H]2N(C(=C(CS2)C=C)C(=O)O)C1=O)C=1N=C(SC1)N (7-[2-(2-cyclopenten-1-yloxyimino)-2-(2-aminothiazol-4-yl)acetamido]-3-vinyl-3-cephem-4-carboxylic acid). Isolated yield 92.4%. Reaction SMILES: [CH:1]1([O:6][N:7]=[C:8]([C:26]2[N:27]=[C:28]([NH:31]C=O)[S:29][CH:30]=2)[C:9]([NH:11][CH:12]2[C:24](=[O:25])[N:14]3[C:15]([C:21]([OH:23])=[O:22])=[C:16]([CH:19]=[CH2:20])[CH2:17][S:18][C@H:13]23)=[O:10])[CH2:5][CH2:4][CH:3]=[CH:2]1.Cl.O.C(=O)(O)[O-].[Na+]>CO.O1CCCC1.C(OCC)(=O)C>[CH:1]1([O:6][N:7]=[C:8]([C:26]2[N:27]=[C:28]([NH2:31])[S:29][CH:30]=2)[C:9]([NH:11][CH:12]2[C:24](=[O:25])[N:14]3[C:15]([C:21]([OH:23])=[O:22])=[C:16]([CH:19]=[CH2:20])[CH2:17][S:18][C@H:13]23)=[O:10])[CH2:5][CH2:4][CH:3]=[CH:2]1 |f:3.4|. Procedure details: A mixture of 7-[2-(2-cyclopenten-1-yloxyimino)-2-(2-formamidothiazol-4-yl)acetamido]-3-vinyl-3-cephem-4-carboxylic acid (syn isomer) (3.1 g) in methanol (22 ml), tetrahydrofuran (10 ml) and conc. hydrochloric acid (1.3 g) was stirred for 2.5 hours at ambient temperature. The reaction mixture was added to a mixture of water and ethyl acetate, and adjusted to pH 7.5 with a saturated aqueous sodium bicarbonate. The separated aqueous layer was adjusted to pH 3.0 with 10% hydrochloric acid. The preci... Starting materials: C(C)(C)(C)OC(=O)N(CCC1=CC=C(C=C1)C1=CC=C2C(=CN(C2=C1)C(C)C)C(=O)OC)C[C@H](O)C1=CC(=CC=C1)Cl (methyl 6-[4-[2-[(tert-butoxycarbonyl)[(2R)-2-(3-chlorophenyl)-2-hydroxyethyl]amino]-ethyl]phenyl]-1-isopropyl-1H-indole-3-carboxylate), O1CCCC=C1 (3,4-dihydro-2H-pyran), O (water), C1(=CC=C(C=C1)S(=O)(=O)[O-])C.[NH+]1=CC=CC=C1 (pyridinium p-toluenesulfonate). Solvent: ClCCl (dichloromethane). Product: C(C)(C)(C)OC(=O)N(CCC1=CC=C(C=C1)C1=CC=C2C(=CN(C2=C1)C(C)C)C(=O)OC)C[C@H](OC1OCCCC1)C1=CC(=CC=C1)Cl (methyl 6-[4-[2-[(tert-butoxycarbonyl)[(2R)-2-(3-chlorophenyl)-2-(tetrahydro-2H-pyran-2-yloxy)ethyl]amino]ethyl]phenyl]-1-isopropyl-1H-indole-3-carboxylate). RXN SMILES: [C:1]([O:5][C:6]([N:8]([CH2:33][C@@H:34]([C:36]1[CH:41]=[CH:40][CH:39]=[C:38]([Cl:42])[CH:37]=1)[OH:35])[CH2:9][CH2:10][C:11]1[CH:16]=[CH:15][C:14]([C:17]2[CH:25]=[C:24]3[C:20]([C:21]([C:29]([O:31][CH3:32])=[O:30])=[CH:22][N:23]3[CH:26]([CH3:28])[CH3:27])=[CH:19][CH:18]=2)=[CH:13][CH:12]=1)=[O:7])([CH3:4])([CH3:3])[CH3:2].[O:43]1[CH:48]=[CH:47][CH2:46][CH2:45][CH2:44]1.C1(C)C=CC(S([O-])(=O)=O)=CC=1.[NH+]1C=CC=CC=1.O>ClCCl>[C:1]([O:5][C:6]([N:8]([CH2:33][C@@H:34]([C:36]1[CH:41]=[CH:40][CH:39]=[C:38]([Cl:42])[CH:37]=1)[O:35][CH:44]1[CH2:45][CH2:46][CH2:47][CH2:48][O:43]1)[CH2:9][CH2:10][C:11]1[CH:12]=[CH:13][C:14]([C:17]2[CH:25]=[C:24]3[C:20]([C:21]([C:29]([O:31][CH3:32])=[O:30])=[CH:22][N:23]3[CH:26]([CH3:27])[CH3:28])=[CH:19][CH:18]=2)=[CH:15][CH:16]=1)=[O:7])([CH3:3])([CH3:4])[CH3:2] |f:2.3|. Procedure details: To a solution of methyl 6-[4-[2-[(tert-butoxycarbonyl)[(2R)-2-(3-chlorophenyl)-2-hydroxyethyl]amino]-ethyl]phenyl]-1-isopropyl-1H-indole-3-carboxylate (340 mg) in dichloromethane (5 ml) were added 3,4-dihydro-2H-pyran (0.105 ml) and a catalytic amount of pyridinium p-toluenesulfonate at room temperature under nitrogen, and the mixture was stirred at the same temperature for 12 hours. The resulting mixture was poured into water and the aqueous layer was extracted with ethyl acetate. The organic l... Starting materials: C1COCCO1, COC(=O)C1CCCCN1S(=O)(=O)CC1CCCCC1, N. The product is NC(=O)C1CCCCN1S(=O)(=O)CC1CCCCC1. RXN SMILES: [CH2:22]1[O:23][CH2:24][CH2:25][O:26][CH2:27]1.[CH:1]1([CH2:7][S:8](=[O:9])(=[O:10])[N:11]2[CH:12]([C:17]([O:19][CH3:18])=[O:20])[CH2:13][CH2:14][CH2:15][CH2:16]2)[CH2:2][CH2:3][CH2:4][CH2:5][CH2:6]1.[NH3:21]>>[CH:1]1([CH2:7][S:8](=[O:9])(=[O:10])[N:11]2[CH:12]([C:17](=[O:19])[NH2:21])[CH2:13][CH2:14][CH2:15][CH2:16]2)[CH2:2][CH2:3][CH2:4][CH2:5][CH2:6]1. The reactants are CCCC[Sn](Cl)(CCCC)CCCC, C1CCOC1, [Li]CCCC, Cc1nc(C)n2ccsc12, CCCCCC. Product: CCCC[Sn](CCCC)(CCCC)c1cn2c(C)nc(C)c2s1. Reaction SMILES: [CH2:22]([CH2:23][CH2:24][CH3:25])[Sn:26]([CH2:27][CH2:28][CH2:29][CH3:30])([CH2:31][CH2:32][CH2:33][CH3:34])[Cl:35].[CH2:36]1[O:37][CH2:38][CH2:39][CH2:40]1.[CH2:7]([Li:8])[CH2:9][CH2:10][CH3:11].[CH3:12][c:13]1[n:14][c:15]([CH3:21])[c:16]2[s:17][cH:18][cH:19][n:20]12.[CH3:1][CH2:2][CH2:3][CH2:4][CH2:5][CH3:6]>>[CH3:12][c:13]1[n:14][c:15]([CH3:21])[c:16]2[s:17][c:18]([Sn:26]([CH2:22][CH2:23][CH2:24][CH3:25])([CH2:27][CH2:28][CH2:29][CH3:30])[CH2:31][CH2:32][CH2:33][CH3:34])[cH:19][n:20]12. Reactants: ClC1=CC2=C(NC(NS2(=O)=O)=O)C=C1 (7-chloro-3,4-dihydro-3-oxo-2H-1,2,4-benzothiadiazine 1,1-dioxide), P(=O)(Cl)(Cl)Cl (phosphorus oxychloride), N1=C(C=CC=C1C)C (2,6-lutidine). Reaction conditions: time 30 minute. Product: ClC=1NS(C2=C(N1)C=CC(=C2)Cl)(=O)=O (3,7-Dichloro-2H-1,2,4-benzothiadiazine 1,1-dioxide). Reaction SMILES: [Cl:1][C:2]1[CH:14]=[CH:13][C:5]2[NH:6][C:7](=O)[NH:8][S:9](=[O:11])(=[O:10])[C:4]=2[CH:3]=1.N1C(C)=CC=CC=1C.P(Cl)(Cl)([Cl:25])=O>>[Cl:25][C:7]1[NH:8][S:9](=[O:11])(=[O:10])[C:4]2[CH:3]=[C:2]([Cl:1])[CH:14]=[CH:13][C:5]=2[N:6]=1. Procedure details: To a stirred suspension of 8.0 g of 7-chloro-3,4-dihydro-3-oxo-2H-1,2,4-benzothiadiazine 1,1-dioxide in 80 g of phosphorus oxychloride is added dropwise 7.4 g of 2,6-lutidine, while the mixture is cooled in an ice bath. After the addition, the mixture is heated under reflux for 12 hours and concentrated under reduced pressure. To the residue is added 400 ml of ice water and the resulting mixture is stirred for 30 minutes. The crystalline precipitate is collected by suction filtration, washed wit... Starting materials: O=C([O-])[O-], COc1ccc(CCl)cc1, CC1(c2cc(F)cc(F)c2)NC(=O)NC1=O, [K+], [K+], CN(C)C=O. Product: COc1ccc(CN2C(=O)NC(C)(c3cc(F)cc(F)c3)C2=O)cc1. Reaction SMILES: [C:17](=[O:18])([O-:19])[O-:20].[CH3:23][O:24][c:25]1[cH:26][cH:27][c:28]([CH2:29][Cl:30])[cH:31][cH:32]1.[F:1][c:2]1[cH:3][c:4]([C:9]2([CH3:16])[C:10](=[O:15])[NH:11][C:12](=[O:14])[NH:13]2)[cH:5][c:6]([F:8])[cH:7]1.[K+:21].[K+:22].[O:33]=[CH:34][N:35]([CH3:36])[CH3:37]>>[F:1][c:2]1[cH:3][c:4]([C:9]2([CH3:16])[C:10](=[O:15])[N:11]([CH2:29][c:28]3[cH:27][cH:26][c:25]([O:24][CH3:23])[cH:32][cH:31]3)[C:12](=[O:14])[NH:13]2)[cH:5][c:6]([F:8])[cH:7]1. The reactants are COC(C1=CC(=CC(=C1)N1C(CCC1)=O)N1CCN(CC1)C)=O (3-(4-methyl-piperazin-1-yl)-5-(2-oxo-pyrrolidin-1-yl)-benzoic acid methyl ester), [OH-].[Na+] (NaOH). The solvent is C1CCOC1 (THF). Run at time 14 hour. Product: CN1CCN(CC1)C=1C=C(C(=O)O)C=C(C1)N1C(CCC1)=O (3-(4-methyl-piperazin-1-yl)-5-(2-oxo-pyrrolidin-1-yl)-benzoic acid). Yield: 138.2%. Reaction SMILES: C[O:2][C:3](=[O:23])[C:4]1[CH:9]=[C:8]([N:10]2[CH2:14][CH2:13][CH2:12][C:11]2=[O:15])[CH:7]=[C:6]([N:16]2[CH2:21][CH2:20][N:19]([CH3:22])[CH2:18][CH2:17]2)[CH:5]=1.[OH-].[Na+]>C1COCC1>[CH3:22][N:19]1[CH2:20][CH2:21][N:16]([C:6]2[CH:5]=[C:4]([CH:9]=[C:8]([N:10]3[CH2:14][CH2:13][CH2:12][C:11]3=[O:15])[CH:7]=2)[C:3]([OH:23])=[O:2])[CH2:17][CH2:18]1 |f:1.2|. Procedure: To a solution 3-(4-methyl-piperazin-1-yl)-5-(2-oxo-pyrrolidin-1-yl)-benzoic acid methyl ester (B115) (296 mg, 0.93 mmol, 1 equiv) in THF (10 ml) was added 1N aqueous NaOH solution (1.8 ml, 1.8 mmol, 2 equiv). The resulting mixture was stirred for 14 h then concentrated in vacuo. The residual solid was extracted thoroughly with MeOH and the extracts were concentrated in vacuo to give 3-(4-methyl-piperazin-1-yl)-5-(2-oxo-pyrrolidin-1-yl)-benzoic acid (A115) (390 mg, 138%) as an off white solid. [M...